Dataset: the Open Reaction Database (ORD), a public repository of structured organic reaction records. Task: describe an organic reaction: reactants, conditions, products, and yield The reactants are COC(=O)c1cccc(C(C)(C)C#N)c1Cl, [Li+], C1CCOC1, [OH-], O. Product: CC(C)(C#N)c1cccc(C(=O)O)c1Cl. RXN SMILES: [Cl:1][c:2]1[c:3]([C:4](=[O:5])[O:6][CH3:7])[cH:8][cH:9][cH:10][c:11]1[C:12]([CH3:13])([CH3:14])[C:15]#[N:16].[Li+:19].[O:20]1[CH2:21][CH2:22][CH2:23][CH2:24]1.[OH-:18].[OH2:17]>>[Cl:1][c:2]1[c:3]([C:4](=[O:5])[OH:6])[cH:8][cH:9][cH:10][c:11]1[C:12]([CH3:13])([CH3:14])[C:15]#[N:16]. Reactants: CCOC(C)=O, CCCCCC, C1CC(N2CCNCC2)C1, ClCCl, Cl, Cl, O=C(Cl)C1CC1c1ccccc1. Product: O=C(C1CC1c1ccccc1)N1CCN(C2CCC2)CC1. As a reaction SMILES: [CH3:25][CH2:26][O:27][C:28]([CH3:29])=[O:30].[CH3:31][CH2:32][CH2:33][CH2:34][CH2:35][CH3:36].[CH:3]1([N:7]2[CH2:8][CH2:9][NH:10][CH2:11][CH2:12]2)[CH2:4][CH2:5][CH2:6]1.[Cl:37][CH2:38][Cl:39].[ClH:1].[ClH:2].[c:13]1([CH:19]2[CH:20]([C:22](=[O:23])[Cl:24])[CH2:21]2)[cH:14][cH:15][cH:16][cH:17][cH:18]1>>[CH:3]1([N:7]2[CH2:8][CH2:9][N:10]([C:22]([CH:20]3[CH:19]([c:13]4[cH:14][cH:15][cH:16][cH:17][cH:18]4)[CH2:21]3)=[O:23])[CH2:11][CH2:12]2)[CH2:4][CH2:5][CH2:6]1. Reactants: Br.NC=1C=C(C(CBr)=O)C=CC1 (3-amino-phenacyl bromide hydrobromide), C(C)(=S)N (thioacetamide), CN(C=O)C (dimethylformamide), [OH-].[Na+] (sodium hydroxide). Solvent: O (water). Reaction conditions: time 24 hour. Yields the product CC=1SC=C(N1)C1=CC(=CC=C1)N (2-methyl-4-(3-amino-phenyl)-thiazole). Isolated yield 79.0%. Reaction SMILES: Br.[NH2:2][C:3]1[CH:4]=[C:5]([CH:10]=[CH:11][CH:12]=1)[C:6](=O)[CH2:7]Br.[C:13]([NH2:16])(=[S:15])[CH3:14].CN(C)C=O.[OH-].[Na+]>O>[CH3:14][C:13]1[S:15][CH:7]=[C:6]([C:5]2[CH:10]=[CH:11][CH:12]=[C:3]([NH2:2])[CH:4]=2)[N:16]=1 |f:0.1,4.5|. Procedure: A mixture of 3-amino-phenacyl bromide hydrobromide (11.78 g), thioacetamide (3 g) and dimethylformamide (20 ml) was stirred at room temperature for 24 hours and then poured into water (100 ml). The resulting solution was made alkaline with 10% sodium hydroxide, and the precipitate was filtered off and dried to give 6 g of 2-methyl-4-(3-amino-phenyl)-thiazole; M.p. 134°-137° C. RXN SMILES: [Br-:1].[Br:6][c:7]1[cH:8][cH:9][c:10]([F:15])[c:11]([C:12]#[N:13])[cH:14]1.[CH3:16][N:17]([CH:18]=[O:19])[CH3:20].[CH:2]([Mg+:3])([CH3:4])[CH3:5].[O:22]1[CH2:23][CH2:24][CH2:25][CH2:26]1.[OH2:21]>>[c:7]1([CH:18]=[O:19])[cH:8][cH:9][c:10]([F:15])[c:11]([C:12]#[N:13])[cH:14]1. Starting materials: [Br-], N#Cc1cc(Br)ccc1F, CN(C)C=O, CC(C)[Mg+], C1CCOC1, O. Product: N#Cc1cc(C=O)ccc1F. Starting materials: [Al+3], [Cl-], [Cl-], [Cl-], ClCCl, O=C(Cl)CCCCl, N#Cc1ccc(OCCCCCOc2ccccc2)cc1, O. Yields the product N#Cc1ccc(OCCCCCOc2ccc(C(=O)CCCCl)cc2)cc1. As a reaction SMILES: [Al+3:2].[Cl-:1].[Cl-:3].[Cl-:4].[Cl:34][CH2:35][Cl:36].[Cl:5][CH2:6][CH2:7][CH2:8][C:9](=[O:10])[Cl:11].[O:12]([c:13]1[cH:14][cH:15][cH:16][cH:17][cH:18]1)[CH2:19][CH2:20][CH2:21][CH2:22][CH2:23][O:24][c:25]1[cH:26][cH:27][c:28]([C:29]#[N:30])[cH:31][cH:32]1.[OH2:33]>>[Cl:5][CH2:6][CH2:7][CH2:8][C:9](=[O:10])[c:16]1[cH:15][cH:14][c:13]([O:12][CH2:19][CH2:20][CH2:21][CH2:22][CH2:23][O:24][c:25]2[cH:26][cH:27][c:28]([C:29]#[N:30])[cH:31][cH:32]2)[cH:18][cH:17]1. The reactants are [O-]S(=O)(=S)[O-].[Na+].[Na+] (Na2S2O3), [OH-].[Na+] (NaOH), C1(CC1)[C@@H]1[C@H]([C@@H](CN(C1)C1=C2C(=NC=C1[N+](=O)[O-])CCC2)NC(OC(C)(C)C)=O)O (tert-butyl [(3R,4R,5S)-5-cyclopropyl-4-hydroxy-1-(3-nitro-6,7-dihydro-5H-cyclopenta[b]pyridin-4-yl)piperidin-3-yl]carbamate), C1=CC(=CC(=C1)Cl)C(=O)OO (mCPBA). Solvent: O (water), C(Cl)Cl (DCM). Conditions: time 15 minute. The product is C1(CC1)[C@@H]1[C@H]([C@@H](CN(C1)C1=C2C(=[N+](C=C1[N+](=O)[O-])[O-])CCC2)NC(OC(C)(C)C)=O)O (tert-Butyl [(3R,4R,5S)-5-cyclopropyl-4-hydroxy-1-(3-nitro-1-oxido-6,7-dihydro-5H-cyclopenta[b]pyridin-4-yl)piperidin-3-yl]carbamate). The yield is 42.6%. Reaction SMILES: [CH:1]1([C@H:4]2[CH2:9][N:8]([C:10]3[C:15]([N+:16]([O-:18])=[O:17])=[CH:14][N:13]=[C:12]4[CH2:19][CH2:20][CH2:21][C:11]=34)[CH2:7][C@@H:6]([NH:22][C:23](=[O:29])[O:24][C:25]([CH3:28])([CH3:27])[CH3:26])[C@@H:5]2[OH:30])[CH2:3][CH2:2]1.C1C=C(Cl)C=C(C(OO)=[O:39])C=1.[O-]S([O-])(=S)=O.[Na+].[Na+].[OH-].[Na+]>C(Cl)Cl.O>[CH:1]1([C@H:4]2[CH2:9][N:8]([C:10]3[C:15]([N+:16]([O-:18])=[O:17])=[CH:14][N+:13]([O-:39])=[C:12]4[CH2:19][CH2:20][CH2:21][C:11]=34)[CH2:7][C@@H:6]([NH:22][C:23](=[O:29])[O:24][C:25]([CH3:27])([CH3:26])[CH3:28])[C@@H:5]2[OH:30])[CH2:3][CH2:2]1 |f:2.3.4,5.6|. Procedure: A solution of tert-butyl [(3R,4R,5S)-5-cyclopropyl-4-hydroxy-1-(3-nitro-6,7-dihydro-5H-cyclopenta[b]pyridin-4-yl)piperidin-3-yl]carbamate (0.113 g, 0.270 mmol) in anhydrous DCM (2.5 mL) was cooled to 0° C. and mCPBA (0.080 g, 0.33 mmol, 4×0.020 g) was added portion-wise. After 15 min., the reaction mixture was allowed to warm to ambient temperature and was stirred for 2 h. The reaction was quenched by the addition of a solution of Na2S2O3 (0.051 g, 0.32 mmol) in water (1 mL) followed by 4 M aq. ... Starting materials: Cc1sc(C2CCN(C(=O)OC(C)(C)C)CC2)nc1CO, C1CCOC1, CS(=O)(=O)c1ccc(O)cc1, c1ccc(P(c2ccccc2)c2ccccc2)cc1. The product is Cc1sc(C2CCN(C(=O)OC(C)(C)C)CC2)nc1COc1ccc(S(C)(=O)=O)cc1. As a reaction SMILES: [C:1]([CH3:2])([CH3:3])([CH3:4])[O:5][C:6](=[O:7])[N:8]1[CH2:9][CH2:10][CH:11]([c:14]2[s:15][c:16]([CH3:21])[c:17]([CH2:19][OH:20])[n:18]2)[CH2:12][CH2:13]1.[CH2:52]1[O:53][CH2:54][CH2:55][CH2:56]1.[CH3:22][S:23](=[O:24])(=[O:25])[c:26]1[cH:27][cH:28][c:29]([OH:32])[cH:30][cH:31]1.[c:33]1([P:34]([c:35]2[cH:36][cH:37][cH:38][cH:39][cH:40]2)[c:41]2[cH:42][cH:43][cH:44][cH:45][cH:46]2)[cH:47][cH:48][cH:49][cH:50][cH:51]1>>[C:1]([CH3:2])([CH3:3])([CH3:4])[O:5][C:6](=[O:7])[N:8]1[CH2:9][CH2:10][CH:11]([c:14]2[s:15][c:16]([CH3:21])[c:17]([CH2:19][O:20][c:29]3[cH:28][cH:27][c:26]([S:23]([CH3:22])(=[O:24])=[O:25])[cH:31][cH:30]3)[n:18]2)[CH2:12][CH2:13]1. Reactants: CC(=O)CC(=O)OC(C)(C)C, COC(=O)C1CC(S(=O)(=O)c2ccc(Br)cc2C(F)(F)F)CN1. The product is COC(=O)C1CC(S(=O)(=O)c2ccc(Br)cc2C(F)(F)F)CN1C(=O)CC(C)=O. RXN SMILES: [C:24]([CH2:25][C:26](=[O:27])[CH3:28])(=[O:29])[O:30][C:31]([CH3:32])([CH3:33])[CH3:34].[CH3:1][O:2][C:3](=[O:4])[CH:5]1[NH:6][CH2:7][CH:8]([S:10](=[O:11])(=[O:12])[c:13]2[c:14]([C:20]([F:21])([F:22])[F:23])[cH:15][c:16]([Br:19])[cH:17][cH:18]2)[CH2:9]1>>[CH3:1][O:2][C:3](=[O:4])[CH:5]1[N:6]([C:24]([CH2:25][C:26](=[O:27])[CH3:28])=[O:29])[CH2:7][CH:8]([S:10](=[O:11])(=[O:12])[c:13]2[c:14]([C:20]([F:21])([F:22])[F:23])[cH:15][c:16]([Br:19])[cH:17][cH:18]2)[CH2:9]1.